Dataset: the Open Reaction Database (ORD), a public repository of structured organic reaction records. Task: describe an organic reaction: reactants, conditions, products, and yield Reactants: BrC1=C(C(=O)OC)C=CC(=C1)CBr (methyl 2-bromo-4-bromomethylbenzoate), S1(NCCC1)(=O)=O (isothiazolidine 1,1-dioxide). Product: BrC1=C(C(=O)OC)C=CC(=C1)CN1S(CCC1)(=O)=O (methyl 2-bromo-4-(1,1-dioxo-1λ6-isothiazolidin-2-ylmethyl)benzoate). Yield: 55.2%. RXN SMILES: [Br:1][C:2]1[CH:11]=[C:10]([CH2:12]Br)[CH:9]=[CH:8][C:3]=1[C:4]([O:6][CH3:7])=[O:5].[S:14]1(=[O:20])(=[O:19])[CH2:18][CH2:17][CH2:16][NH:15]1>>[Br:1][C:2]1[CH:11]=[C:10]([CH2:12][N:15]2[CH2:16][CH2:17][CH2:18][S:14]2(=[O:20])=[O:19])[CH:9]=[CH:8][C:3]=1[C:4]([O:6][CH3:7])=[O:5]. Reported procedure: Using methyl 2-bromo-4-bromomethylbenzoate (500 mg) and isothiazolidine 1,1-dioxide (216 mg) and by the reaction and treatment in the same manner as in Preparation Example 42, the title compound (312 mg) was obtained. The reactants are C(C)OC(=O)NC=1C=CC(=C(C1)F)N1C[C@@H](CC1)O[Si](C)(C)C(C)(C)C (5-Ethoxycarbonylamino-2-((3R)-3-t-butyldimethylsilyloxy-1-pyrrolidinyl)fluorobenzene), intermediate, CCOC(=O)C (EtOAc). Yields the product [Si](C)(C)(C(C)(C)C)O[C@H]1CN(CC1)C1=C(C=C(C=C1)N1C(O[C@H](C1)CO)=O)F (3-(4-((3R)-3-t-Butyldimethylsilyloxy-1-pyrrolidinyl)-3-fluorophenyl)-5(R)-hydroxymethyloxazolidin-2-one). RXN SMILES: [CH2:1]([O:3][C:4]([NH:6][C:7]1[CH:8]=[CH:9][C:10]([N:14]2[CH2:18][CH2:17][C@@H:16]([O:19][Si:20]([C:23]([CH3:26])([CH3:25])[CH3:24])([CH3:22])[CH3:21])[CH2:15]2)=[C:11]([F:13])[CH:12]=1)=[O:5])[CH3:2].C[CH2:28][O:29]C(C)=O>>[Si:20]([O:19][C@@H:16]1[CH2:17][CH2:18][N:14]([C:10]2[CH:9]=[CH:8][C:7]([N:6]3[CH2:2][C@H:1]([CH2:28][OH:29])[O:3][C:4]3=[O:5])=[CH:12][C:11]=2[F:13])[CH2:15]1)([C:23]([CH3:25])([CH3:24])[CH3:26])([CH3:22])[CH3:21]. Procedure: 5-Ethoxycarbonylamino-2-((3R)-3-t-butyldimethylsilyloxy-1-pyrrolidinyl)fluorobenzene (29.4 g, 0.077 M) was treated in essentially the same way as the appropriate intermediate of Example 86, except that the product was isolated by extraction into EtOAc, and crude product purified by dry column chromatography on silica, eluting with a gradient from 0-20% MeOH in dichloromethane. Appropriate fractions were combined to give the desired product (29.6 g). Starting materials: CCCCCCCCCCCCCCC(OC(C)=O)C(=O)O, CCO, [K+], [OH-]. Product: CCCCCCCCCCCCCCC(O)C(=O)O. RXN SMILES: [C:1](=[O:2])([CH3:3])[O:4][CH:5]([C:6](=[O:7])[OH:8])[CH2:9][CH2:10][CH2:11][CH2:12][CH2:13][CH2:14][CH2:15][CH2:16][CH2:17][CH2:18][CH2:19][CH2:20][CH2:21][CH3:22].[CH3:25][CH2:26][OH:27].[K+:24].[OH-:23]>>[OH:4][CH:5]([C:6](=[O:7])[OH:8])[CH2:9][CH2:10][CH2:11][CH2:12][CH2:13][CH2:14][CH2:15][CH2:16][CH2:17][CH2:18][CH2:19][CH2:20][CH2:21][CH3:22]. Reactants: Cc1cc(NC(=O)OC(C)(C)C)c([N+](=O)[O-])cc1I, C#Cc1ccccc1. Yields the product Cc1cc(NC(=O)OC(C)(C)C)c([N+](=O)[O-])cc1C#Cc1ccccc1. RXN SMILES: [C:1]([CH3:2])([CH3:3])([CH3:4])[O:5][C:6]([NH:7][c:8]1[c:9]([N+:16](=[O:17])[O-:18])[cH:10][c:11]([I:15])[c:12]([CH3:14])[cH:13]1)=[O:19].[c:20]1([C:26]#[CH:27])[cH:21][cH:22][cH:23][cH:24][cH:25]1>>[C:1]([CH3:2])([CH3:3])([CH3:4])[O:5][C:6]([NH:7][c:8]1[c:9]([N+:16](=[O:17])[O-:18])[cH:10][c:11]([C:27]#[C:26][c:20]2[cH:21][cH:22][cH:23][cH:24][cH:25]2)[c:12]([CH3:14])[cH:13]1)=[O:19]. Starting materials: C(C)[C@H]1NC[C@H](N(C1)CC1=CC=CC=C1)C ((2R,5R)-5-ethyl-2-methyl-1-(phenylmethyl)piperazine), C=O (formaldehyde), C(C)(=O)O[BH-](OC(C)=O)OC(C)=O.[Na+] (sodium triacetoxyborohydride). The solvent is ClCCl (dichloromethane), ClCCl (dichloromethane). Conditions: time 2 hour. The product is C(C)[C@H]1N(C[C@H](N(C1)CC1=CC=CC=C1)C)C ((2R,5R)-2-ethyl-1,5-dimethyl-4-(phenylmethyl)piperazine). Yield: 91.2%. Reaction SMILES: [CH2:1]([C@@H:3]1[CH2:8][N:7]([CH2:9][C:10]2[CH:15]=[CH:14][CH:13]=[CH:12][CH:11]=2)[C@H:6]([CH3:16])[CH2:5][NH:4]1)[CH3:2].C=O.[C:19](O[BH-](OC(=O)C)OC(=O)C)(=O)C.[Na+]>ClCCl>[CH2:1]([C@@H:3]1[CH2:8][N:7]([CH2:9][C:10]2[CH:15]=[CH:14][CH:13]=[CH:12][CH:11]=2)[C@H:6]([CH3:16])[CH2:5][N:4]1[CH3:19])[CH3:2] |f:2.3|. Procedure details: To a solution of (2R,5R)-5-ethyl-2-methyl-1-(phenylmethyl)piperazine (prepared according to procedures in J. Med. Chem. 2006, 49, 716-726, utilizing Boc-D-2-aminobutyric acid in place of N-Boc-L-alanine) (902 mg, 4.13 mmol) in dichloromethane (25 mL) at 0° C. was added formaldehyde (0.435 mL, 37% water solution, 5.78 mmol) followed by sodium triacetoxyborohydride (1050 mg, 4.96 mmol). The reaction mixture was allowed to warm to room temperature and stirred for 2 h before being diluted with dichl...